From a dataset of the Open Reaction Database (ORD), a public repository of structured organic reaction records. describe an organic reaction: reactants, conditions, products, and yield Starting materials: Cl (hydrochloric acid), C(#N)N1CCC2(CC1)C(C1=C(SC3=C2C=CC=C3)C=CC(=C1)F)=O (1'-cyano-2-fluoro-10,11-dihydro-11-oxospiro[dibenz(b,f)thiepin-10,4'-piperidine]). Run in C(C)(=O)O (acetic acid). Run at temperature 0 celsius. Product: Cl.FC1=CC2=C(SC3=C(C=CC=C3)C3(CCNCC3)C2=O)C=C1 (2-fluoro-10,11-dihydro-11-oxospiro[dibenz(b,f)thiepin-10,4'-piperidine] hydrochloride). Reaction SMILES: C([N:3]1[CH2:8][CH2:7][C:6]2([C:14]3[CH:15]=[CH:16][CH:17]=[CH:18][C:13]=3[S:12][C:11]3[CH:19]=[CH:20][C:21]([F:23])=[CH:22][C:10]=3[C:9]2=[O:24])[CH2:5][CH2:4]1)#N.[ClH:25]>C(O)(=O)C>[ClH:25].[F:23][C:21]1[CH:20]=[CH:19][C:11]2[S:12][C:13]3[CH:18]=[CH:17][CH:16]=[CH:15][C:14]=3[C:6]3([C:9](=[O:24])[C:10]=2[CH:22]=1)[CH2:5][CH2:4][NH:3][CH2:8][CH2:7]3 |f:3.4|. Procedure: A mixture of 1.8 g of 1'-cyano-2-fluoro-10,11-dihydro-11-oxospiro[dibenz(b,f)thiepin-10,4'-piperidine], Example 27, in 11 ml of acetic acid and 21 ml of 3 N hydrochloric acid is stirred in a 125°-130° C. bath for 20 hours. Thereafter, the mixture is diluted with 25 ml and rotary evaporated to dryness. The residue is taken up in 25 ml of water and the water is removed by rotary evaporation. The residue is taken up in 25 ml of water and the aqueous mixture is cooled to 0° C. The precipitate is col... The reactants are Nc1ccc(Br)cc1, COc1ccc2sc(Br)nc2c1, CCN(C(C)C)C(C)C. Product: COc1ccc2sc(Nc3ccc(Br)cc3)nc2c1. As a reaction SMILES: [Br:13][c:14]1[cH:15][cH:16][c:17]([NH2:18])[cH:19][cH:20]1.[Br:1][c:2]1[s:3][c:4]2[c:5]([n:6]1)[cH:7][c:8]([O:11][CH3:12])[cH:9][cH:10]2.[CH:21]([N:22]([CH:23]([CH3:24])[CH3:25])[CH2:26][CH3:27])([CH3:28])[CH3:29]>>[c:2]1([NH:18][c:17]2[cH:16][cH:15][c:14]([Br:13])[cH:20][cH:19]2)[s:3][c:4]2[c:5]([n:6]1)[cH:7][c:8]([O:11][CH3:12])[cH:9][cH:10]2. Reactants: [OH-].[Na+] (NaOH), Cl.NCCS (cysteamine hydrochloride), CN(CC#C)CC1=CC=C(O1)CO (5-{[N-methyl-N-(2-propynyl)amino]methyl}-2-furanmethanol). The solvent is Cl (hydrochloric acid), ice, O (water). Run at time 7 hour. The product is CN(CC#C)CC1=CC=C(O1)CSCCN (2-[(5-{[N-Methyl-N-(2-propynyl)amino]methyl}-2-furyl)methylthio]ethylamine). Isolated yield 791.4%. Reaction SMILES: [CH3:1][N:2]([CH2:6][C:7]1[O:11][C:10]([CH2:12]O)=[CH:9][CH:8]=1)[CH2:3][C:4]#[CH:5].Cl.[NH2:15][CH2:16][CH2:17][SH:18].[OH-].[Na+]>Cl.O>[CH3:1][N:2]([CH2:6][C:7]1[O:11][C:10]([CH2:12][S:18][CH2:17][CH2:16][NH2:15])=[CH:9][CH:8]=1)[CH2:3][C:4]#[CH:5] |f:1.2,3.4|. Procedure details: A solution of 5-{[N-methyl-N-(2-propynyl)amino]methyl}-2-furanmethanol (40.0 g; 223 mmoles) [prepared in Step A] in 100 ml of ice-cold concentrated HCl was added to a cold (5°) stirred solution of cysteamine hydrochloride (27.9 g; 24.6 mmoles) in 125 ml of concentrated hydrochloric acid. The solution was allowed to stand at 0° for 21/2 days, and then at ambient temperature for 7 hours to complete the reaction. The reaction mixture was cooled in an ice-water bath, diluted with 200 ml of water, ma... The reactants are N#CC1CC(F)CN1C(=O)CN(C(=O)OCc1ccccc1)C12CCC(C(=O)O)(CC1)CC2, CCN=C=NCCCN(C)C, CN(C)C=O, Cl, On1nnc2ccccc21, CC(N)c1ccccc1. The product is CC(NC(=O)C12CCC(N(CC(=O)N3CC(F)CC3C#N)C(=O)OCc3ccccc3)(CC1)CC2)c1ccccc1. RXN SMILES: [CH2:1]([c:2]1[cH:3][cH:4][cH:5][cH:6][cH:7]1)[O:8][C:9](=[O:10])[N:11]([C:12]12[CH2:13][CH2:14][C:15]([C:20](=[O:21])[OH:22])([CH2:16][CH2:17]1)[CH2:18][CH2:19]2)[CH2:23][C:24](=[O:25])[N:26]1[CH:27]([C:32]#[N:33])[CH2:28][CH:29]([F:31])[CH2:30]1.[CH3:45][N:46]([CH3:47])[CH2:48][CH2:49][CH2:50][N:51]=[C:52]=[N:53][CH2:54][CH3:55].[CH3:65][N:66]([CH3:67])[CH:68]=[O:69].[ClH:44].[OH:34][n:35]1[c:36]2[cH:37][cH:38][cH:39][cH:40][c:41]2[n:42][n:43]1.[c:56]1([CH:62]([CH3:63])[NH2:64])[cH:57][cH:58][cH:59][cH:60][cH:61]1>>[CH2:1]([c:2]1[cH:3][cH:4][cH:5][cH:6][cH:7]1)[O:8][C:9](=[O:10])[N:11]([C:12]12[CH2:13][CH2:14][C:15]([C:20](=[O:22])[NH:64][CH:62]([c:56]3[cH:57][cH:58][cH:59][cH:60][cH:61]3)[CH3:63])([CH2:16][CH2:17]1)[CH2:18][CH2:19]2)[CH2:23][C:24](=[O:25])[N:26]1[CH:27]([C:32]#[N:33])[CH2:28][CH:29]([F:31])[CH2:30]1. The reactants are C(C)OC(CCCN(C)C1CCCCC1)=O (N-cyclohexyl-N-methyl-gamma-aminobutyric acid ethyl ester), [OH-].[Na+] (sodium hydroxide). Run in C1CCOC1 (THF). Reaction conditions: time 3 hour. Product: C1(CCCCC1)N(CCCC(=O)O)C (N-cyclohexyl-N-methyl-gamma-aminobutyric acid). Reaction SMILES: C([O:3][C:4](=[O:16])[CH2:5][CH2:6][CH2:7][N:8]([CH:10]1[CH2:15][CH2:14][CH2:13][CH2:12][CH2:11]1)[CH3:9])C.[OH-].[Na+]>C1COCC1>[CH:10]1([N:8]([CH3:9])[CH2:7][CH2:6][CH2:5][C:4]([OH:16])=[O:3])[CH2:15][CH2:14][CH2:13][CH2:12][CH2:11]1 |f:1.2|. Reported procedure: 10 g of 4-bromobutyric acid ethyl ester and 15 g of N-cyclohexyl-N-methylamine were added to 40 mL of ethanol, and the mixture was heated to reflux for 2 hours. After air-cooling, the mixture was concentrated under reduced pressure and extracted with 200 mL of ethyl acetate. The extracted material was washed with purified water, dried with magnesium sulfate, and then concentrated. The obtained residue was distilled under reduced pressure to give 10.5 g of N-cyclohexyl-N-methyl-gamma-aminobutyric... Reactants: Cl (hydrochloric acid), N1=CC=CC=C1 (pyridine), C(OC)(=O)Cl (methyl chlorocarbonate), NC1=COC2=C(C1=O)C=C(C(=C2)NS(=O)(=O)C)OC2=CC=CC=C2 (3-amino-7-methylsulfonylamino-6-phenoxy-4H-1-benzopyran-4-one). Product: COC(=O)NC1=COC2=C(C1=O)C=C(C(=C2)NS(=O)(=O)C)OC2=CC=CC=C2 (3-methoxycarbonylamino-7-methylsulfonylamino-6-phenoxy-4H-1-benzopyran-4-one). Run at time 30 minute. The solvent is C(Cl)Cl (methylene chloride), O (water), C(Cl)Cl (methylene chloride). Yield: 73.0%. RXN SMILES: [NH2:1][C:2]1[C:7](=[O:8])[C:6]2[CH:9]=[C:10]([O:18][C:19]3[CH:24]=[CH:23][CH:22]=[CH:21][CH:20]=3)[C:11]([NH:13][S:14]([CH3:17])(=[O:16])=[O:15])=[CH:12][C:5]=2[O:4][CH:3]=1.N1C=CC=CC=1.[C:31](Cl)(=[O:34])[O:32][CH3:33].Cl>C(Cl)Cl.O>[CH3:33][O:32][C:31]([NH:1][C:2]1[C:7](=[O:8])[C:6]2[CH:9]=[C:10]([O:18][C:19]3[CH:20]=[CH:21][CH:22]=[CH:23][CH:24]=3)[C:11]([NH:13][S:14]([CH3:17])(=[O:15])=[O:16])=[CH:12][C:5]=2[O:4][CH:3]=1)=[O:34]. Reported procedure: To 70 ml of methylene chloride was added 3.46 g of 3-amino-7-methylsulfonylamino-6-phenoxy-4H-1-benzopyran-4-one. Further, 870 mg of pyridine was added thereto. The mixture was ice-cooled. To this solution was dropwise added a solution of 1.04 g of methyl chlorocarbonate dissolved in 30 ml of methylene chloride, in 10 minutes. The mixture was then stirred for 30 minutes at 20°-25° C. 50 ml of water was added thereto. The resulting mixture was adjusted to pH 4 with 4N hydrochloric acid. The organ... Starting materials: C=Cc1cccc(OC)c1OC(C=C)COS(=O)(=O)c1ccc(C)cc1, ClCCl. Product: COc1cccc2c1OC(COS(=O)(=O)c1ccc(C)cc1)C=C2. RXN SMILES: [CH3:1][c:2]1[cH:3][cH:4][c:5]([S:8](=[O:9])(=[O:10])[O:11][CH2:12][CH:13]([CH:14]=[CH2:15])[O:16][c:17]2[c:18]([O:25][CH3:26])[cH:19][cH:20][cH:21][c:22]2[CH:23]=[CH2:24])[cH:6][cH:7]1.[Cl:27][CH2:28][Cl:29]>>[CH3:1][c:2]1[cH:3][cH:4][c:5]([S:8](=[O:9])(=[O:10])[O:11][CH2:12][CH:13]2[CH:14]=[CH:15][c:22]3[c:17]([c:18]([O:25][CH3:26])[cH:19][cH:20][cH:21]3)[O:16]2)[cH:6][cH:7]1. The reactants are [Br-], [Br-], CC#N, CN1CC[NH+](C)C1F, CN1CCN(C)C1(F)F, [Na+]. Product: [Br-], CN1CC[NH+](C)C1F. Reaction SMILES: [Br-:11].[Br-:20].[CH3:21][C:22]#[N:23].[F:12][CH:13]1[N:14]([CH3:15])[CH2:16][CH2:17][NH+:18]1[CH3:19].[F:1][C:2]1([F:9])[N:3]([CH3:8])[CH2:4][CH2:5][N:6]1[CH3:7].[Na+:10]>>[Br-:11].[F:1][CH:2]1[NH+:3]([CH3:8])[CH2:4][CH2:5][N:6]1[CH3:7]. Starting materials: N(=[N+]=[N-])C[C@@H]1NC([C@@H]1NC(=O)OCC1=CC=CC=C1)=O (cis-2-Azidomethyl-3-benzyloxycarbonylamino-4-oxoazetidine), C(C=O)(=O)OCC1=CC=CC=C1 (benzyl glyoxalate). The reagents and catalysts are [Zn] (zinc). The solvent is C(C)(=O)O (acetic acid), C(Cl)Cl (methylene dichloride). Product: C(C1=CC=CC=C1)OC(C=NC[C@@H]1NC([C@@H]1NC(=O)OCC1=CC=CC=C1)=O)=O (N-(cis-3-benzyloxycarbonylamino-4-oxo-2-azetidinyl-methyl)iminoacetic acid benzyl ester). RXN SMILES: [N:1]([CH2:4][C@H:5]1[C@@H:8]([NH:9][C:10]([O:12][CH2:13][C:14]2[CH:19]=[CH:18][CH:17]=[CH:16][CH:15]=2)=[O:11])[C:7](=[O:20])[NH:6]1)=[N+]=[N-].[C:21]([O:25][CH2:26][C:27]1[CH:32]=[CH:31][CH:30]=[CH:29][CH:28]=1)(=[O:24])[CH:22]=O>C(O)(=O)C.C(Cl)Cl.[Zn]>[CH2:26]([O:25][C:21](=[O:24])[CH:22]=[N:1][CH2:4][C@H:5]1[C@@H:8]([NH:9][C:10]([O:12][CH2:13][C:14]2[CH:19]=[CH:18][CH:17]=[CH:16][CH:15]=2)=[O:11])[C:7](=[O:20])[NH:6]1)[C:27]1[CH:32]=[CH:31][CH:30]=[CH:29][CH:28]=1. Procedure: cis-2-Azidomethyl-3-benzyloxycarbonylamino-4-oxoazetidine is treated with zinc dust in 50% aqueous acetic acid as described in Preparation 7. Reaction of the crude reduction product with benzyl glyoxalate in methylene dichloride as described in the procedure of Example 1 gives N-(cis-3-benzyloxycarbonylamino-4-oxo-2-azetidinyl-methyl)iminoacetic acid benzyl ester which, when treated with acetyl chloride according to the procedure of Example 1, gives 3-acetyl-6β-benzyloxycarbonylamino-7-oxo-1,3-d...